From a dataset of the Open Reaction Database (ORD), a public repository of structured organic reaction records. describe an organic reaction: reactants, conditions, products, and yield The reactants are N(=[N+]=[N-])CC(=O)OCC (ethyl azido-acetate), C1(=CC=CC=C1)C (toluene). Run at temperature 120 celsius. Product: CC=1N=NN(C1)CC(=O)O (4-Methyl -1H-1,2,3,-triazole-1-yl acetic acid). Isolated yield 18.0%. As a reaction SMILES: [N:1]([CH2:4][C:5]([O:7]CC)=[O:6])=[N+:2]=[N-:3].[C:10]1(C)[CH:15]=CC=C[CH:11]=1>>[CH3:15][C:10]1[N:3]=[N:2][N:1]([CH2:4][C:5]([OH:7])=[O:6])[CH:11]=1. Procedure: To a solution of 2.0 g (18 mmol) of 1-(trimethylsilyl)-1-proyne in toluene (20 mL) was added 2.3 g (18 mmol) of ethyl azido-acetate. The reaction mixture was heated at 120° C. overnight then cooled to ambient temperature. All volatiles were removed under reduced pressure and the residue was purified by column chromatography on silica gel eluting with a 5-25% acetone in hexanes gradient to yield the title compound as a colorless oil (0.77 g, 18%). 1HNMR (500 MHz, CDCl3): δ 5.01 (s, 2H), 4.2 (m, 2... The reactants are [N+](=O)([O-])C1=C(C=CC=C1)C(CN1C(=O)N(C=2N=C(N(C2C1=O)CC#CC)N1C[C@@H](CCC1)NC(=O)OC(C)(C)C)C)=O (1-[2-(2-nitrophenyl)-2-oxoethyl]-3-methyl-7-(2-butyn-1-yl)-8-[(R)-3-(tert-butyloxycarbonylamino)piperidin-1-yl]xanthine), S(=O)([O-])S(=O)[O-].[Na+].[Na+] (sodium dithionite), C1CCCCC1.C(C)(=O)OCC (cyclohexane ethyl acetate). Run in COCCO (methyl glycol), O (water). Product: NC1=C(C=CC=C1)C(CN1C(=O)N(C=2N=C(N(C2C1=O)CC#CC)N1C[C@@H](CCC1)NC(=O)OC(C)(C)C)C)=O (1-[2-(2-aminophenyl)-2-oxoethyl]-3-methyl-7-(2-butyn-1-yl)-8-[(R)-3-(tert-butyloxycarbonylamino)piperidin-1-yl]xanthine). As a reaction SMILES: [N+:1]([C:4]1[CH:9]=[CH:8][CH:7]=[CH:6][C:5]=1[C:10](=[O:42])[CH2:11][N:12]1[C:21](=[O:22])[C:20]2[N:19]([CH2:23][C:24]#[C:25][CH3:26])[C:18]([N:27]3[CH2:32][CH2:31][CH2:30][C@@H:29]([NH:33][C:34]([O:36][C:37]([CH3:40])([CH3:39])[CH3:38])=[O:35])[CH2:28]3)=[N:17][C:16]=2[N:15]([CH3:41])[C:13]1=[O:14])([O-])=O.S(S([O-])=O)([O-])=O.[Na+].[Na+].C1CCCCC1.C(OCC)(=O)C>COCCO.O>[NH2:1][C:4]1[CH:9]=[CH:8][CH:7]=[CH:6][C:5]=1[C:10](=[O:42])[CH2:11][N:12]1[C:21](=[O:22])[C:20]2[N:19]([CH2:23][C:24]#[C:25][CH3:26])[C:18]([N:27]3[CH2:32][CH2:31][CH2:30][C@@H:29]([NH:33][C:34]([O:36][C:37]([CH3:39])([CH3:38])[CH3:40])=[O:35])[CH2:28]3)=[N:17][C:16]=2[N:15]([CH3:41])[C:13]1=[O:14] |f:1.2.3,4.5|. Procedure: Prepared by reduction of 1-[2-(2-nitrophenyl)-2-oxoethyl]-3-methyl-7-(2-butyn-1-yl)-8-[(R)-3-(tert-butyloxycarbonylamino)piperidin-1-yl]xanthine with sodium dithionite in a mixture of methyl glycol and water (3:2) at 100° C. Rf value: 0.50 (silica gel, cyclohexane/ethyl acetate (4:6)). The reactants are COc1ccc2c(=O)n3c(nc2c1)[nH]c1ccccc13, Cc1cc(C)cc(C(=O)Cl)c1. Yields the product COc1ccc2c(=O)n3c4ccccc4n(C(=O)c4cc(C)cc(C)c4)c3nc2c1. RXN SMILES: [CH3:1][O:2][c:3]1[cH:4][cH:5][c:6]2[c:7](=[O:20])[n:8]3[c:9]([n:10][c:11]2[cH:12]1)[nH:13][c:14]1[c:15]3[cH:16][cH:17][cH:18][cH:19]1.[CH3:21][c:22]1[cH:23][c:24]([C:25](=[O:26])[Cl:27])[cH:28][c:29]([CH3:31])[cH:30]1>>[CH3:1][O:2][c:3]1[cH:4][cH:5][c:6]2[c:7](=[O:20])[n:8]3[c:9]([n:10][c:11]2[cH:12]1)[n:13]([C:25]([c:24]1[cH:23][c:22]([CH3:21])[cH:30][c:29]([CH3:31])[cH:28]1)=[O:26])[c:14]1[c:15]3[cH:16][cH:17][cH:18][cH:19]1. Reaction SMILES: Br[C:2]1[N:3]=[C:4]([C:9]2[N:10]([CH2:18][CH3:19])[C:11]3[CH:16]=[CH:15][N:14]=[CH:13][C:12]=3[N:17]=2)[C:5]([NH2:8])=[N:6][CH:7]=1.C([O:24][C:25]([N:27]1[CH:31]=[CH:30][CH:29]=[C:28]1B(O)O)=[O:26])(C)(C)C.C([O-])([O-])=O.[K+].[K+]>CN(C)C=O.Cl[Pd](Cl)([P](C1C=CC=CC=1)(C1C=CC=CC=1)C1C=CC=CC=1)[P](C1C=CC=CC=1)(C1C=CC=CC=1)C1C=CC=CC=1>[CH:25]([OH:26])=[O:24].[CH2:18]([N:10]1[C:11]2[CH:16]=[CH:15][N:14]=[CH:13][C:12]=2[N:17]=[C:9]1[C:4]1[C:5]([NH2:8])=[N:6][CH:7]=[C:2]([C:28]2[NH:27][CH:31]=[CH:30][CH:29]=2)[N:3]=1)[CH3:19] |f:2.3.4,7.8,^1:48,67|. Product: C(=O)O.C(C)N1C(=NC=2C=NC=CC21)C=2C(=NC=C(N2)C=2NC=CC2)N ((1-ethyl-1H-imidazo[4,5-c]pyridin-2-yl)-5-(1H-pyrrol-2-yl)pyrazin-2-amine formate). Starting materials: BrC=1N=C(C(=NC1)N)C=1N(C2=C(C=NC=C2)N1)CC (5-bromo-3-(1-ethyl-1H-imidazo[4,5-c]pyridin-2-yl)pyrazin-2-amine), C(C)(C)(C)OC(=O)N1C(=CC=C1)B(O)O (1-(tert-butoxycarbonyl)pyrrole-2-boronic acid), C(=O)([O-])[O-].[K+].[K+] (K2CO3). Reported procedure: 5-bromo-3-(1-ethyl-1H-imidazo[4,5-c]pyridin-2-yl)pyrazin-2-amine (0.020 g, 0.063 mmol) (made in example 2), 1-(tert-butoxycarbonyl)pyrrole-2-boronic acid (0.052 g, 0.25 mmol), Pd(PPh3)2Cl2 (0.004 g, 0.0057 mmol) and K2CO3 (0.050 g, 0.25 mmol) were combined in 0.5 mL of N,N-dimethylformamide and heated to 200° C. in the SmithSynthesizer microwave for 8 minutes. The reaction mixture was concentrated in vacuo and the residue purified by HPLC to give 0.0027 g of the title compound. The reagents and catalysts are Cl[Pd]([P](C1=CC=CC=C1)(C2=CC=CC=C2)C3=CC=CC=C3)([P](C4=CC=CC=C4)(C5=CC=CC=C5)C6=CC=CC=C6)Cl (Pd(PPh3)2Cl2). The solvent is CN(C=O)C (N,N-dimethylformamide). Reaction conditions: temperature 200 celsius. The yield is 12.2%. Starting materials: CN1S(C2=C(N(C=3C=CC=CC23)C)C(=C1C(=O)N)O)(=O)=O (2,5-dihydro-2,5-dimethyl-4-hydroxy-1,2-thiazino[5,6-b]indole-3-carboxamide-1,1-dioxide), NC=1SC=CN1 (2-amino-thiazole). Product: CN1S(C2=C(N(C=3C=CC=CC23)C)C(=C1C(=O)NC=1SC=CN1)O)(=O)=O (2,5-Dihydro-2,5-dimethyl-4-hydroxy-N-(2-thiazolyl)-1,2-thiazino-[5,6-b]indole-3-carboxamide-1,1-dioxide). Yield: 46.0%. RXN SMILES: [CH3:1][N:2]1[C:15]([C:16]([NH2:18])=[O:17])=[C:14]([OH:19])[C:5]2[N:6]([CH3:13])[C:7]3[CH:8]=[CH:9][CH:10]=[CH:11][C:12]=3[C:4]=2[S:3]1(=[O:21])=[O:20].N[C:23]1[S:24][CH:25]=[CH:26][N:27]=1>>[CH3:1][N:2]1[C:15]([C:16]([NH:18][C:23]2[S:24][CH:25]=[CH:26][N:27]=2)=[O:17])=[C:14]([OH:19])[C:5]2[N:6]([CH3:13])[C:7]3[CH:8]=[CH:9][CH:10]=[CH:11][C:12]=3[C:4]=2[S:3]1(=[O:21])=[O:20]. Procedure: 2,5-Dihydro-2,5-dimethyl-4-hydroxy-N-(2-thiazolyl)-1,2-thiazino-[5,6-b]indole-3-carboxamide-1,1-dioxide was prepared analogous to Example 36 from 2,5-dihydro-2,5-dimethyl-4-hydroxy-1,2-thiazino[5,6-b]indole-3-carboxamide-1,1-dioxide and 2-amino-thiazole with a yield of 46% of theory; M.p.: 260°-261° C. (decomp.). Starting materials: CCOCCn1c(CN2CCNCC2)nc2cccnc21, CN(C)C=O, N#CCCl, [Na+], [Na+], O=C([O-])[O-], O. Yields the product CCOCCn1c(CN2CCN(CC#N)CC2)nc2cccnc21. Reaction SMILES: [CH2:5]([CH3:6])[O:7][CH2:8][CH2:9][n:10]1[c:11]([CH2:19][N:20]2[CH2:21][CH2:22][NH:23][CH2:24][CH2:25]2)[n:12][c:13]2[c:14]1[n:15][cH:16][cH:17][cH:18]2.[CH3:32][N:33]([CH3:34])[CH:35]=[O:36].[Cl:1][CH2:2][C:3]#[N:4].[Na+:26].[Na+:27].[O-:28][C:29](=[O:30])[O-:31].[OH2:37]>>[CH2:2]([C:3]#[N:4])[N:23]1[CH2:22][CH2:21][N:20]([CH2:19][c:11]2[n:10]([CH2:9][CH2:8][O:7][CH2:5][CH3:6])[c:14]3[c:13]([n:12]2)[cH:18][cH:17][cH:16][n:15]3)[CH2:25][CH2:24]1. Reactants: Cl (hydrochloric acid), C1(=CC=CC=C1)C=1SC=C(N1)COC1=CC=C(CN2N=C(C(=C2)/C=C/C(=O)OCC)C=2SC=CC2)C=C1 (ethyl(E)-3-[1-[4-(2-phenyl-4-thiazolylmethoxy)benzyl]-3-(2-thienyl)-1H-pyrazol-4-yl]propenoate), [OH-].[Na+] (sodium hydroxide), O1CCCC1 (tetrahydrofuran). Solvent: C(C)O (ethanol). Reaction conditions: temperature 50 celsius, time 2 hour. Product: C1(=CC=CC=C1)C=1SC=C(N1)COC1=CC=C(CN2N=C(C(=C2)/C=C/C(=O)O)C=2SC=CC2)C=C1 ((E)-3-[1-[4-(2-phenyl-4-thiazolylmethoxy)benzyl]-3-(2-thienyl)-1H-pyrazol-4-yl]propenoic acid). Isolated yield 82.0%. As a reaction SMILES: [C:1]1([C:7]2[S:8][CH:9]=[C:10]([CH2:12][O:13][C:14]3[CH:37]=[CH:36][C:17]([CH2:18][N:19]4[CH:23]=[C:22](/[CH:24]=[CH:25]/[C:26]([O:28]CC)=[O:27])[C:21]([C:31]5[S:32][CH:33]=[CH:34][CH:35]=5)=[N:20]4)=[CH:16][CH:15]=3)[N:11]=2)[CH:6]=[CH:5][CH:4]=[CH:3][CH:2]=1.[OH-].[Na+].O1CCCC1.Cl>C(O)C>[C:1]1([C:7]2[S:8][CH:9]=[C:10]([CH2:12][O:13][C:14]3[CH:37]=[CH:36][C:17]([CH2:18][N:19]4[CH:23]=[C:22](/[CH:24]=[CH:25]/[C:26]([OH:28])=[O:27])[C:21]([C:31]5[S:32][CH:33]=[CH:34][CH:35]=5)=[N:20]4)=[CH:16][CH:15]=3)[N:11]=2)[CH:2]=[CH:3][CH:4]=[CH:5][CH:6]=1 |f:1.2|. Procedure details: After a mixture of ethyl(E)-3-[1-[4-(2-phenyl-4-thiazolylmethoxy)benzyl]-3-(2-thienyl)-1H-pyrazol-4-yl]propenoate (1.25 g), 1N aqueous sodium hydroxide solution (5 ml), tetrahydrofuran (5 ml), and ethanol (5 ml) was stirred at 50° C. for 2 hours, 1N hydrochloric acid (5 ml) was added to the mixture, and then the mixture was extracted with ethyl acetate. The ethyl acetate layer was washed with saturated aqueous sodium chloride solution, dried (MgSO4), and concentrated. The resulting colorless cry... Starting materials: Nc1cnc(Br)c(-c2cccc(F)c2)n1, O=C([O-])[O-], OB(O)c1ccncc1Cl, [Cs+], [Cs+], C1COCCO1. The product is Nc1cnc(-c2ccncc2Cl)c(-c2cccc(F)c2)n1. Reaction SMILES: [Br:1][c:2]1[n:3][cH:4][c:5]([NH2:15])[n:6][c:7]1-[c:8]1[cH:9][c:10]([F:14])[cH:11][cH:12][cH:13]1.[C:26](=[O:27])([O-:28])[O-:29].[Cl:16][c:17]1[cH:18][n:19][cH:20][cH:21][c:22]1[B:23]([OH:24])[OH:25].[Cs+:30].[Cs+:31].[O:32]1[CH2:33][CH2:34][O:35][CH2:36][CH2:37]1>>[c:2]1(-[c:22]2[c:17]([Cl:16])[cH:18][n:19][cH:20][cH:21]2)[n:3][cH:4][c:5]([NH2:15])[n:6][c:7]1-[c:8]1[cH:9][c:10]([F:14])[cH:11][cH:12][cH:13]1. Starting materials: C[Si](C)(C)C#C ((trimethylsilyl)acetylene), BrC=1C=C2C(CC(OC2=C(C1)C1CC1)(C)C)(C)C (6-bromo-8-cyclopropyl-2,2,4,4-tetramethyl chroman), BrC=1C=C2C(CC(OC2=C(C1)C1CC1)(C)C)(C)C (6-bromo-8-cyclopropyl-2,2,4,4-tetramethyl chroman). The reagents and catalysts are [Cu]I (copper(I)iodide), Cl[Pd]([P](C1=CC=CC=C1)(C2=CC=CC=C2)C3=CC=CC=C3)([P](C4=CC=CC=C4)(C5=CC=CC=C5)C6=CC=CC=C6)Cl (dichlorobis(triphenylphosphine)palladium(II)). Solvent: C(C)N(CC)CC (triethyl amine). Yields the product C1(CC1)C=1C=C(C=C2C(CC(OC12)(C)C)(C)C)C#C[Si](C)(C)C (8-Cyclopropyl-6-trimethylsilanylethynyl-2,2,4,4-tetramethyl Chroman), oil. The yield is 43.0%. RXN SMILES: Br[C:2]1[CH:3]=[C:4]2[C:9](=[C:10]([CH:12]3[CH2:14][CH2:13]3)[CH:11]=1)[O:8][C:7]([CH3:16])([CH3:15])[CH2:6][C:5]2([CH3:18])[CH3:17].[CH3:19][Si:20]([C:23]#[CH:24])([CH3:22])[CH3:21]>[Cu]I.Cl[Pd](Cl)([P](C1C=CC=CC=1)(C1C=CC=CC=1)C1C=CC=CC=1)[P](C1C=CC=CC=1)(C1C=CC=CC=1)C1C=CC=CC=1.C(N(CC)CC)C>[CH:12]1([C:10]2[CH:11]=[C:2]([C:24]#[C:23][Si:20]([CH3:22])([CH3:21])[CH3:19])[CH:3]=[C:4]3[C:9]=2[O:8][C:7]([CH3:16])([CH3:15])[CH2:6][C:5]3([CH3:18])[CH3:17])[CH2:14][CH2:13]1 |^1:29,48|. Procedure: Following general procedure D and using 6-bromo-8-cyclopropyl-2,2,4,4-tetramethyl chroman (Intermediate 32, 0.376 g, 1.22 mmol), (trimethylsilyl)acetylene (4 mL, 28 mmol), triethyl amine (3 mL), anhydrous tetrahydrofuiran (5 mL), copper(I)iodide (0.025 g, 0.13 mmol) and dichlorobis(triphenylphosphine)palladium(II) (0.075 g, 0.11 mmol), the title compound was obtained as an oil (0.173 g, 43%).